From a dataset of the Open Reaction Database (ORD), a public repository of structured organic reaction records. describe an organic reaction: reactants, conditions, products, and yield Solvent: C1CCOC1.O.CO (THF H2O MeOH). The yield is 68.6%. RXN SMILES: [OH:1][C:2]([CH3:38])([CH3:37])[CH2:3][C@@:4]1([C:31]2[CH:36]=[CH:35][CH:34]=[CH:33][CH:32]=2)[O:9][C:8](=[O:10])[N:7]([C@H:11]([C:13]2[CH:18]=[CH:17][C:16]([C:19]#[C:20][C:21]([CH3:30])([CH3:29])[C:22]([O:24]CCCC)=[O:23])=[CH:15][CH:14]=2)[CH3:12])[CH2:6][CH2:5]1.O[Li].O>C1COCC1.O.CO>[OH:1][C:2]([CH3:37])([CH3:38])[CH2:3][C@@:4]1([C:31]2[CH:36]=[CH:35][CH:34]=[CH:33][CH:32]=2)[O:9][C:8](=[O:10])[N:7]([C@H:11]([C:13]2[CH:18]=[CH:17][C:16]([C:19]#[C:20][C:21]([CH3:30])([CH3:29])[C:22]([OH:24])=[O:23])=[CH:15][CH:14]=2)[CH3:12])[CH2:6][CH2:5]1 |f:1.2,3.4.5|. Reaction conditions: time 1 day. Yields the product OC(C[C@@]1(CCN(C(O1)=O)[C@@H](C)C1=CC=C(C=C1)C#CC(C(=O)O)(C)C)C1=CC=CC=C1)(C)C (4-(4-((S)-1-((S)-6-(2-hydroxy-2-methylpropyl)-2-oxo-6-phenyl-1,3-oxazinan-3-yl)ethyl)phenyl)-2,2-dimethylbut-3-ynoic acid). Procedure details: To a stirred solution of butyl 4-(4-((S)-1-((S)-6-(2-hydroxy-2-methylpropyl)-2-oxo-6-phenyl-1,3-oxazinan-3-yl)ethyl)phenyl)-2,2-dimethylbut-3-ynoate (11.3 mg, 0.022 mmol) in 1:1:2 THF/H2O/MeOH (2 mL) was added LiOH.H2O (60 mg, 1.4 mmol). The mixture was stirred at rt for 1 day and concentrated. The residue was purified by prep HPLC to afford 4-(4-((S)-1-((S)-6-(2-hydroxy-2-methylpropyl)-2-oxo-6-phenyl-1,3-oxazinan-3-yl)ethyl)phenyl)-2,2-dimethylbut-3-ynoic acid (7 mg, 72%) as a solid. LC-MS Meth... Starting materials: OC(C[C@@]1(CCN(C(O1)=O)[C@@H](C)C1=CC=C(C=C1)C#CC(C(=O)OCCCC)(C)C)C1=CC=CC=C1)(C)C (butyl 4-(4-((S)-1-((S)-6-(2-hydroxy-2-methylpropyl)-2-oxo-6-phenyl-1,3-oxazinan-3-yl)ethyl)phenyl)-2,2-dimethylbut-3-ynoate), O[Li].O (LiOH.H2O). Starting materials: [H-].[Na+] (NaH), S(=O)(=O)(OC)OC (dimethyl sulfate), C([O-])([O-])=O.[K+].[K+] (potassium carbonate), BrC1=CC=C2C=CC=C(C2=C1)C(=O)CC(=O)OC (methyl 7-bromo-1-naphthoylacetate). Run in O (water), C(C)(C)(C)OC (methyl tert-butyl ether), CN1CCCN(C1=O)C (N,N'-dimethylpropyleneurea), CN1CCCN(C1=O)C (N,N'-dimethylpropyleneurea), O (water), CO (methanol). Reaction conditions: temperature 40 celsius, time 2 hour. Product: CO/C(=C/C(=O)OC)/C1=CC=CC2=CC=C(C=C12)Br (methyl (E)-3-methoxy-3-(7-bromo-1-naphthyl)acrylate). The yield is 52.1%. As a reaction SMILES: [C:1](=O)([O-])[O-].[K+].[K+].[Br:7][C:8]1[CH:17]=[C:16]2[C:11]([CH:12]=[CH:13][CH:14]=[C:15]2[C:18]([CH2:20][C:21]([O:23][CH3:24])=[O:22])=[O:19])=[CH:10][CH:9]=1.S(OC)(OC)(=O)=O.[H-].[Na+]>O.CO.C(OC)(C)(C)C.CN1C(=O)N(C)CCC1>[CH3:1][O:19]/[C:18](/[C:15]1[C:16]2[C:11](=[CH:10][CH:9]=[C:8]([Br:7])[CH:17]=2)[CH:12]=[CH:13][CH:14]=1)=[CH:20]/[C:21]([O:23][CH3:24])=[O:22] |f:0.1.2,5.6|. Procedure details: 93 g (0.68 mol) of potassium carbonate are added to a stirred mixture of 189 g (0.61 mol) of methyl 7-bromo-1-naphthoylacetate and 500 ml of N,N'-dimethylpropyleneurea, and the mixture is stirred at 40° C. for 2 h. It is subsequently cooled to 0°-5° C., and a mixture of 85 g (0.68 mol) of dimethyl sulfate and 50 ml of N,N'-dimethylpropyleneurea is added dropwise. The mixture is then stirred at 40° C. for a further 2 h, and subsequently water and methyl tert-butyl ether are added. The aqueous pha... The reactants are C(C)(C)(C)N1N=C(C=C1C1=CC=C(C=C1)C)CCC=O (3-(1-tert-butyl-5-p-tolyl-1H-pyrazol-3-yl)propanal), [BH-](OC(=O)C)(OC(=O)C)OC(=O)C.[Na+] (NaBH(OAc)3), ClC=1C=C(C=CC1Cl)N1CCNCC1 (1-(3,4-dichlorophenyl)piperazine), CCN(C(C)C)C(C)C (DIPEA). Product: C(C)(C)(C)N1N=C(C=C1C1=CC=C(C=C1)C)CCCN1CCN(CC1)C1=CC(=C(C=C1)Cl)Cl (1-(3-(1-tert-butyl-5-p-tolyl-1H-pyrazol-3-yl)propyl)-4-(3,4-dichlorophenyl)piperazine). RXN SMILES: [C:1]([N:5]1[C:9]([C:10]2[CH:15]=[CH:14][C:13]([CH3:16])=[CH:12][CH:11]=2)=[CH:8][C:7]([CH2:17][CH2:18][CH:19]=O)=[N:6]1)([CH3:4])([CH3:3])[CH3:2].[Cl:21][C:22]1[CH:23]=[C:24]([N:29]2[CH2:34][CH2:33][NH:32][CH2:31][CH2:30]2)[CH:25]=[CH:26][C:27]=1[Cl:28].CCN(C(C)C)C(C)C.[BH-](OC(C)=O)(OC(C)=O)OC(C)=O.[Na+]>>[C:1]([N:5]1[C:9]([C:10]2[CH:15]=[CH:14][C:13]([CH3:16])=[CH:12][CH:11]=2)=[CH:8][C:7]([CH2:17][CH2:18][CH2:19][N:32]2[CH2:31][CH2:30][N:29]([C:24]3[CH:25]=[CH:26][C:27]([Cl:28])=[C:22]([Cl:21])[CH:23]=3)[CH2:34][CH2:33]2)=[N:6]1)([CH3:4])([CH3:3])[CH3:2] |f:3.4|. Procedure: 99 mg (85%) of target compound was obtained by using a method same as in Example 1 by using 3-(1-tert-butyl-5-p-tolyl-1H-pyrazol-3-yl)propanal (60 mg, 0.222 mmol), 1-(3,4-dichlorophenyl)piperazine (51 mg, 0.222 mmol), DIPEA (0.06 mL, 0.333 mmol) and NaBH(OAc)3 (141 mg, 0.666 mmol). Starting materials: N[C@@H](C)C(=O)O (Ala), N[C@@H](CC1=CC=C(C=C1)O)C(=O)O (Tyr), NCC(=O)O (Gly). Yields the product N[C@@H](CC1=CC=CC=C1)C(=O)O (Phe). Reaction SMILES: N[C@H](C(O)=O)C.[NH2:7][C@H:8]([C:17]([OH:19])=[O:18])[CH2:9][C:10]1[CH:15]=[CH:14][C:13](O)=[CH:12][CH:11]=1.NCC(O)=O>>[NH2:7][C@H:8]([C:17]([OH:19])=[O:18])[CH2:9][C:10]1[CH:15]=[CH:14][CH:13]=[CH:12][CH:11]=1. Procedure: 0.96; Ala: 0.97; Tyr: 0.97; Gly: 0.97 Reactants: OC=1C(C2=CC=CC=C2C(C1)=O)=O (2-hydroxy-1,4-naphthoquinone), CN (monomethylamine). Run in C(C)O (ethanol). Product: CNC(CCC)C=1C(C2=CC=CC=C2C(C1O)=O)=O (2-(1-methylaminobutyl)-3-hydroxy-1,4-naphthoquinone). RXN SMILES: [OH:1][C:2]1[C:3](=[O:13])[C:4]2[C:9]([C:10](=[O:12])[CH:11]=1)=[CH:8][CH:7]=[CH:6][CH:5]=2.[CH3:14][NH2:15]>C(O)C>[CH3:14][NH:15][CH:3]([C:11]1[C:10](=[O:12])[C:9]2[C:4]([C:3](=[O:13])[C:2]=1[OH:1])=[CH:5][CH:6]=[CH:7][CH:8]=2)[CH2:2][CH2:11][CH3:10]. Procedure: 3.50 g (20.1 mmol) of 2-hydroxy-1,4-naphthoquinone (lawson) was added to 50 ml of ethanol, and 1.60 g (20.6 mmol) of an aqueous monomethylamine solution (40% by weight) was further added thereto to obtain uniform solution of the amine salt. Then, 1.90 g (26.4 mmol) of butylaldehyde was added thereto, and the mixture was reacted at 25° C. for 1.5 hours. In about 20 minutes, crystals started to precipitate. After completion of the reaction, precipitated crystals were collected by filtration and wa...